Dataset: the Open Reaction Database (ORD), a public repository of structured organic reaction records. Task: describe an organic reaction: reactants, conditions, products, and yield The reactants are C(C)(C)(C)NNC(C1=C(N=CC=C1I)OC)=O (N′-tert-butyl-4-iodo-2-methoxynicotinohydrazide), N1[C@H](C(=O)O)CCC1 (L-proline), C([O-])([O-])=O.[K+].[K+] (potassium carbonate). Reagents/catalysts: [Cu]I (copper(I) iodide). The solvent is CS(=O)C (DMSO). The product is C(C)(C)(C)N1NC(C=2C(=NC=CC21)OC)=O (1-tert-butyl-4-methoxy-1,2-dihydro-3H-pyrazolo[4,3-c]pyridin-3-one). The yield is 53.8%. Reaction SMILES: [C:1]([NH:5][NH:6][C:7](=[O:17])[C:8]1[C:13](I)=[CH:12][CH:11]=[N:10][C:9]=1[O:15][CH3:16])([CH3:4])([CH3:3])[CH3:2].N1CCC[C@H]1C(O)=O.C(=O)([O-])[O-].[K+].[K+]>CS(C)=O.[Cu]I>[C:1]([N:5]1[C:13]2[CH:12]=[CH:11][N:10]=[C:9]([O:15][CH3:16])[C:8]=2[C:7](=[O:17])[NH:6]1)([CH3:4])([CH3:3])[CH3:2] |f:2.3.4|. Procedure: A solution of N′-tert-butyl-4-iodo-2-methoxynicotinohydrazide (1.00 g), L-proline (0.066 g), potassium carbonate (0.792 g) and copper(I) iodide (0.055 g) in DMSO (30 mL) was stirred under nitrogen atmosphere at room temperature for 6 hr. The reaction mixture was purified by silica gel column chromatography (ethyl acetate/hexane) to give the title compound (341 mg). Reactants: C[Si](C)(C)C=[N+]=[N-] (trimethylsilyl diazomethane), NC1=C(C(=O)O)C=C(C(=C1)Cl)OC (2-amino-4chloro-5-methoxybenzoic acid). Solvent: CO (MeOH). Yields the product NC1=C(C(=O)OC)C=C(C(=C1)Cl)OC (Methyl 2-Amino-4-chloro-5-methoxybenzoate). Isolated yield 46.0%. As a reaction SMILES: [NH2:1][C:2]1[CH:10]=[C:9]([Cl:11])[C:8]([O:12][CH3:13])=[CH:7][C:3]=1[C:4]([OH:6])=[O:5].[CH3:14][Si](C=[N+]=[N-])(C)C>CO>[NH2:1][C:2]1[CH:10]=[C:9]([Cl:11])[C:8]([O:12][CH3:13])=[CH:7][C:3]=1[C:4]([O:6][CH3:14])=[O:5]. Procedure: A solution of 2-amino-4chloro-5-methoxybenzoic acid (3.0 g, 15.0 mmol; prepared according to the procedure of Denny, et al., J. Med. Chem. 34:217-222 (1991)) in 70 ml MeOH was treated with excess trimethylsilyl diazomethane. The solution was concentrated and the residue flash chromatographed on silica (9:1 hexane/EtOAc to give the title compound (46%): mp 63°-64° C.; 1H NMR (300 MHz, CDCl3) δ 6 3.83 (s, 3H), 3.90 (s, 3H), 5.48 (bs, 2H), 6.75 (s, 1H), 7.39 (s, 1H); MS (DCI/NH3) m/z 216 (M+H)+. Starting materials: NC=1N=NC(=CC1)Cl (3-amino-6-chloropyridazine), C(C)SC1=C(C=CC=C1)B1OC(C)(C)C(C)(C)O1 (2-ethylsulfanylphenylboronic acid pinacol ester), tris(dibenzylideneacetone)dipalladiuim(0), C1(CCCCC1)P(C1CCCCC1)C1CCCCC1 (tricyclohexylphosphine), P(=O)([O-])([O-])[O-].[K+].[K+].[K+] (tripotassium phosphate). The solvent is O (water), O1CCOCC1 (1,4-dioxane), O (Water). Run at temperature 100 celsius, time 3 hour. Yields the product NC=1N=NC(=CC1)C1=C(C=CC=C1)SCC (3-amino-6-(2-ethylsulfanylphenyl)pyridazine). Yield: 74.6%. RXN SMILES: [NH2:1][C:2]1[N:3]=[N:4][C:5](Cl)=[CH:6][CH:7]=1.[CH2:9]([S:11][C:12]1[CH:17]=[CH:16][CH:15]=[CH:14][C:13]=1B1OC(C)(C)C(C)(C)O1)[CH3:10].C1(P(C2CCCCC2)C2CCCCC2)CCCCC1.P([O-])([O-])([O-])=O.[K+].[K+].[K+]>O.O1CCOCC1>[NH2:1][C:2]1[N:3]=[N:4][C:5]([C:13]2[CH:14]=[CH:15][CH:16]=[CH:17][C:12]=2[S:11][CH2:9][CH3:10])=[CH:6][CH:7]=1 |f:3.4.5.6|. Procedure details: A mixture of 700 mg of 3-amino-6-chloropyridazine, 1.42 g of 2-ethylsulfanylphenylboronic acid pinacol ester, 148 mg of tris(dibenzylideneacetone)dipalladiuim(0), 603 mg of tricyclohexylphosphine (18% toluene solution), 3.43 g of tripotassium phosphate, 4.5 ml of 1,4-dioxane and 1.5 ml of water was stirred at 100° C. for 3 hours. Water was added to the cooled reaction mixture, and the mixture was extracted with ethyl acetate. The organic layer was washed with water, then dried over anhydrous mag... Reactants: CCOC(C)=O, [Na+], C1COCCO1, [OH-], O=C(O)CC(O)(CC(=O)O)C(=O)O, CCOC(=O)c1ccc(-c2c[nH]c3ncccc23)s1. Yields the product O=C(O)c1ccc(-c2c[nH]c3ncccc23)s1. RXN SMILES: [CH3:41][CH2:42][O:43][C:44](=[O:45])[CH3:46].[Na+:21].[O:35]1[CH2:36][CH2:37][O:38][CH2:39][CH2:40]1.[OH-:20].[OH:22][C:23]([CH2:24][C:25]([C:26](=[O:27])[OH:28])([CH2:29][C:30](=[O:31])[OH:32])[OH:33])=[O:34].[nH:1]1[cH:2][c:3](-[c:10]2[cH:11][cH:12][c:13]([C:15](=[O:16])[O:17][CH2:18][CH3:19])[s:14]2)[c:4]2[c:5]1[n:6][cH:7][cH:8][cH:9]2>>[nH:1]1[cH:2][c:3](-[c:10]2[cH:11][cH:12][c:13]([C:15](=[O:16])[OH:17])[s:14]2)[c:4]2[c:5]1[n:6][cH:7][cH:8][cH:9]2. Starting materials: C(C)(=O)[O-].[Na+] (Sodium acetate), Cl.C(C)ON (ethoxyamine hydrochloride), C(CC)(=O)C=1C(CC(CC1O)C1=C(C(=C(C=C1C)C)NS(=O)(=O)C)C)=O (2-propionyl-3-hydroxy-5-(3-methylsulphonamido-2,4,6-trimethylphenyl)cyclohex-2-en-1-one). Run in C(C)O (ethanol), C(Cl)Cl (methylene chloride). Reaction conditions: time 18 hour. Yields the product C(C)ON=C(CC)C=1C(CC(CC1O)C1=C(C(=C(C=C1C)C)NS(=O)(=O)C)C)=O (2-[1-(Ethoxyimino)propyl]-3-hydroxy-5-[3-methanesulfonamido-2,4,6-trimethylphenyl]cyclohex-2-en-1-one). Reaction SMILES: C([O-])(=O)C.[Na+].Cl.[CH2:7]([O:9][NH2:10])[CH3:8].[C:11]([C:15]1[C:16](=[O:36])[CH2:17][CH:18]([C:22]2[C:27]([CH3:28])=[CH:26][C:25]([CH3:29])=[C:24]([NH:30][S:31]([CH3:34])(=[O:33])=[O:32])[C:23]=2[CH3:35])[CH2:19][C:20]=1[OH:21])(=O)[CH2:12][CH3:13]>C(O)C.C(Cl)Cl>[CH2:7]([O:9][N:10]=[C:11]([C:15]1[C:16](=[O:36])[CH2:17][CH:18]([C:22]2[C:27]([CH3:28])=[CH:26][C:25]([CH3:29])=[C:24]([NH:30][S:31]([CH3:34])(=[O:32])=[O:33])[C:23]=2[CH3:35])[CH2:19][C:20]=1[OH:21])[CH2:12][CH3:13])[CH3:8] |f:0.1,2.3|. Reported procedure: Sodium acetate (0.19 g, 2.29 mmol) and ethoxyamine hydrochloride (0.22 g, 2.29 mmol) were added to a solution of 2-propionyl-3-hydroxy-5-(3-methylsulphonamido-2,4,6-trimethylphenyl)cyclohex-2-en-1-one (0.58 g, 1.53 mmol) in ethanol (25 ml) and methylene chloride (25 ml). Stirring was continued at 20° for 18 hrs. The solvent was removed under reduced pressure and the residue partitioned between chloroform and water. The organic layer was washed with water, dried over anhydrous magnesium sulfate a... The reactants are CCN=C=NCCCN(C)C, ClCCl, CN1CCOCC1, CCOC(C)=O, Cl, Cc1cc(C(=O)O)ncc1C(c1cc(F)ccc1F)S(=O)(=O)c1ccc(F)cc1, NC(CO)CO, On1nnc2ccccc21. Yields the product Cc1cc(C(=O)NC(CO)CO)ncc1C(c1cc(F)ccc1F)S(=O)(=O)c1ccc(F)cc1. RXN SMILES: [CH2:47]([N:48]=[C:49]=[N:50][CH2:51][CH2:52][CH2:53][N:54]([CH3:55])[CH3:56])[CH3:57].[CH2:65]([Cl:66])[Cl:67].[CH3:58][N:59]1[CH2:60][CH2:61][O:62][CH2:63][CH2:64]1.[CH3:68][CH2:69][O:70][C:71](=[O:72])[CH3:73].[ClH:46].[F:1][c:2]1[c:3]([CH:9]([c:10]2[c:11]([CH3:19])[cH:12][c:13]([C:16](=[O:17])[OH:18])[n:14][cH:15]2)[S:20](=[O:21])(=[O:22])[c:23]2[cH:24][cH:25][c:26]([F:29])[cH:27][cH:28]2)[cH:4][c:5]([F:8])[cH:6][cH:7]1.[NH2:30][CH:31]([CH2:32][OH:33])[CH2:34][OH:35].[OH:36][n:37]1[c:38]2[cH:39][cH:40][cH:41][cH:42][c:43]2[n:44][n:45]1>>[F:1][c:2]1[c:3]([CH:9]([c:10]2[c:11]([CH3:19])[cH:12][c:13]([C:16](=[O:17])[NH:30][CH:31]([CH2:32][OH:33])[CH2:34][OH:35])[n:14][cH:15]2)[S:20](=[O:21])(=[O:22])[c:23]2[cH:24][cH:25][c:26]([F:29])[cH:27][cH:28]2)[cH:4][c:5]([F:8])[cH:6][cH:7]1.